Dataset: the Open Reaction Database (ORD), a public repository of structured organic reaction records. Task: describe an organic reaction: reactants, conditions, products, and yield The reactants are NCCCCCCC(=O)O (7-aminoheptanoic acid), ClC1=CC=C(C=C1)S(=O)(=O)Cl (4-chlorobenzenesulphonyl chloride). The solvent is [OH-].[Na+] (sodium hydroxide). The product is ClC1=CC=C(C=C1)S(=O)(=O)NCCCCCCC(=O)O (7-(4-Chlorobenzenesulphonamido)heptanoic Acid). Reaction SMILES: [NH2:1][CH2:2][CH2:3][CH2:4][CH2:5][CH2:6][CH2:7][C:8]([OH:10])=[O:9].[Cl:11][C:12]1[CH:17]=[CH:16][C:15]([S:18](Cl)(=[O:20])=[O:19])=[CH:14][CH:13]=1>[OH-].[Na+]>[Cl:11][C:12]1[CH:17]=[CH:16][C:15]([S:18]([NH:1][CH2:2][CH2:3][CH2:4][CH2:5][CH2:6][CH2:7][C:8]([OH:10])=[O:9])(=[O:20])=[O:19])=[CH:14][CH:13]=1 |f:2.3|. Procedure details: A solution of 7-aminoheptanoic acid in 10% sodium hydroxide solution was treated with 4-chlorobenzenesulphonyl chloride in the manner of Example 1 to give the title compound which, after recrystallisation from aqueous ethanol, had a melting point of 128°-129° C. Starting materials: O=C=Nc1ccc(Cl)cc1Cl, CN1C(=O)C(N)N=C(c2ccccc2)c2ccccc21, C1CCOC1. Product: CN1C(=O)C(NC(=O)Nc2ccc(Cl)cc2Cl)N=C(c2ccccc2)c2ccccc21. Reaction SMILES: [Cl:1][c:2]1[c:3]([N:9]=[C:10]=[O:11])[cH:4][cH:5][c:6]([Cl:8])[cH:7]1.[NH2:12][CH:13]1[C:14](=[O:31])[N:15]([CH3:30])[c:16]2[c:17]([cH:26][cH:27][cH:28][cH:29]2)[C:18]([c:20]2[cH:21][cH:22][cH:23][cH:24][cH:25]2)=[N:19]1.[O:32]1[CH2:33][CH2:34][CH2:35][CH2:36]1>>[Cl:1][c:2]1[c:3]([NH:9][C:10](=[O:11])[NH:12][CH:13]2[C:14](=[O:31])[N:15]([CH3:30])[c:16]3[c:17]([cH:26][cH:27][cH:28][cH:29]3)[C:18]([c:20]3[cH:21][cH:22][cH:23][cH:24][cH:25]3)=[N:19]2)[cH:4][cH:5][c:6]([Cl:8])[cH:7]1. Procedure: (4-[1-[(5-Chloro-2,4-dimethoxy-phenylcarbamoyl)-methyl]-2,4-dioxo-1,4-dihydro-2H-quinazolin-3-yl}-phenyl)-acetic acid ethyl ester (Intermediate K) (105.4 mg, 0.19 mmol) is added to a stirred solution of Bis(tributyltin)oxide) (2 eq, 0.38 mmol, 193.1 μL) in toluene (10 ml). The mixture is heated at reflux at 120° C. for 72 hours. The toluene is removed in vacuo, and the red/brown oily residue is partitioned between EtOAc and saturated NaHCO3 (5 ml). The resultant precipitate is filtered, washed w... Product: ClC=1C(=CC(=C(C1)NC(=O)CN1C(N(C(C2=CC=CC=C12)=O)C1=CC=C(C=C1)CC(=O)O)=O)OC)OC ((4-{1-[(5-Chloro-2,4-dimethoxy-phenylcarbamoyl)-methyl]-2,4-dioxo-1,4-dihydro-2H-quinazolin-3-yl}-phenyl)-acetic acid). Starting materials: C(C)OC(CC1=CC=C(C=C1)N1C(N(C2=CC=CC=C2C1=O)CC(NC1=C(C=C(C(=C1)Cl)OC)OC)=O)=O)=O ((4-[1-[(5-Chloro-2,4-dimethoxy-phenylcarbamoyl)-methyl]-2,4-dioxo-1,4-dihydro-2H-quinazolin-3-yl}-phenyl)-acetic acid ethyl ester), C(C)OC(CC1=CC=C(C=C1)N1C(N(C2=CC=CC=C2C1=O)CC(NC1=C(C=C(C(=C1)Cl)OC)OC)=O)=O)=O ((4-[1-[(5-Chloro-2,4-dimethoxy-phenylcarbamoyl)-methyl]-2,4-dioxo-1,4-dihydro-2H-quinazolin-3-yl}-phenyl)-acetic acid ethyl ester), CCCC[Sn](CCCC)(CCCC)O[Sn](CCCC)(CCCC)CCCC (Bis(tributyltin)oxide). As a reaction SMILES: C([O:3][C:4](=[O:39])[CH2:5][C:6]1[CH:11]=[CH:10][C:9]([N:12]2[C:21](=[O:22])[C:20]3[C:15](=[CH:16][CH:17]=[CH:18][CH:19]=3)[N:14]([CH2:23][C:24](=[O:37])[NH:25][C:26]3[CH:31]=[C:30]([Cl:32])[C:29]([O:33][CH3:34])=[CH:28][C:27]=3[O:35][CH3:36])[C:13]2=[O:38])=[CH:8][CH:7]=1)C.CCCC[Sn](O[Sn](CCCC)(CCCC)CCCC)(CCCC)CCCC>C1(C)C=CC=CC=1>[Cl:32][C:30]1[C:29]([O:33][CH3:34])=[CH:28][C:27]([O:35][CH3:36])=[C:26]([NH:25][C:24]([CH2:23][N:14]2[C:15]3[C:20](=[CH:19][CH:18]=[CH:17][CH:16]=3)[C:21](=[O:22])[N:12]([C:9]3[CH:10]=[CH:11][C:6]([CH2:5][C:4]([OH:39])=[O:3])=[CH:7][CH:8]=3)[C:13]2=[O:38])=[O:37])[CH:31]=1. Run at temperature 120 celsius. The solvent is C1(=CC=CC=C1)C (toluene). Reactants: S(=O)(C1=CC=C(C=C1)N)(=O)O (sulfanilic acid), [N+](=O)(O)[O-] (nitric acid), N(=O)[O-].[Na+] (NaNO2). Solvent: O (water), O (water). Product: [OH-].S(=O)(=O)(O)C1=CC=C(C=C1)[N+]#N (4-Sulfobenzenediazonium hydroxide). Reaction SMILES: [S:1]([OH:11])(=[O:10])([C:3]1[CH:8]=[CH:7][C:6]([NH2:9])=[CH:5][CH:4]=1)=[O:2].[N+:12]([O-])(O)=O.N([O-])=O.[Na+]>O>[OH-:2].[S:1]([C:3]1[CH:4]=[CH:5][C:6]([N+:9]#[N:12])=[CH:7][CH:8]=1)([OH:11])(=[O:10])=[O:2] |f:2.3,5.6|. Procedure details: Two hundred grams of CB-A is added to a solution of 10.1 g sulfanilic acid and 6.23 g of concentrated nitric acid in 21 g of water. A solution of 4.87 g of NaNO2 in 10 g of water is added to the rapidly stirring mixture. 4-Sulfobenzenediazonium hydroxide inner salt is formed in situ, which reacts with the carbon black. After 15 minutes, the dispersion is dried in an oven at 125 C. Reactants: N[C@H]([C@H](O)[C@@H]1N[C@H]([C@@H](OC1)OCC(C)(C)C)C)CC1=CC(=CC(=C1)F)F ((1S,2S)-2-amino-3-(3,5-difluorophenyl)-1-[(3R,5S,6R)-6-(2,2-dimethylpropoxy)-5-methylmorpholin-3-yl]-propan-1-ol), C(C)(=O)OC(C)=O (acetic anhydride), Cl (hydrogen chloride). The solvent is C1=CC=CC=C1 (benzene), C(C)OCC (diethyl ether). Run at time 1 hour. The product is Cl.FC=1C=C(C[C@@H]([C@H](O)[C@@H]2N[C@H]([C@@H](OC2)OCC(C)(C)C)C)NC(C)=O)C=C(C1)F (N-{(1S,2S)-1-(3,5-Difluorobenzyl)-2-[(3R,5S,6R)-6-(2,2-dimethylpropoxy)-5-methylmorpholin-3-yl]-2-hydroxyethyl}-acetamide hydrochloride). Isolated yield 45.0%. Reaction SMILES: [NH2:1][C@@H:2]([CH2:18][C:19]1[CH:24]=[C:23]([F:25])[CH:22]=[C:21]([F:26])[CH:20]=1)[C@@H:3]([C@H:5]1[CH2:10][O:9][C@@H:8]([O:11][CH2:12][C:13]([CH3:16])([CH3:15])[CH3:14])[C@H:7]([CH3:17])[NH:6]1)[OH:4].[C:27](OC(=O)C)(=[O:29])[CH3:28].[ClH:34]>C(OCC)C.C1C=CC=CC=1>[ClH:34].[F:26][C:21]1[CH:20]=[C:19]([CH:24]=[C:23]([F:25])[CH:22]=1)[CH2:18][C@H:2]([NH:1][C:27](=[O:29])[CH3:28])[C@@H:3]([C@H:5]1[CH2:10][O:9][C@@H:8]([O:11][CH2:12][C:13]([CH3:15])([CH3:16])[CH3:14])[C@H:7]([CH3:17])[NH:6]1)[OH:4] |f:5.6|. Procedure details: Dissolve (1S,2S)-2-amino-3-(3,5-difluorophenyl)-1-[(3R,5S,6R)-6-(2,2-dimethylpropoxy)-5-methylmorpholin-3-yl]-propan-1-ol (70 mg, 0.188 mmol) in dry dichloromnethane (1.8 mL) under nitrogen. Add dropwise acetic anhydride (22 μL, 0.233 mmol) and stir for 1 hour. Add 1 M hydrogen chloride in diethyl ether (1 mL) and dilute with benzene. Concentrate and purify (HPLC, eluting with 30% to 70% acetonitrile with 0.1% hydrochloric acid in water) to give the title compound as a white solid (38 mg, 45%) The reactants are solid, Cl.Cl.Cl.O1COC2=C1C=CC=C2N2CCN(CC2)CC[C@@H]2CC[C@H](CC2)N (Trans-4-[2-(4-Benzo[1,3]dioxol-4-yl-piperazin-1-yl)-ethyl]-cyclohexylamine trihydrochloride), Cl.Cl.Cl.O1COC2=C1C=CC=C2N2CCN(CC2)CC[C@@H]2CC[C@H](CC2)N (Trans-4-[2-(4-Benzo[1,3]dioxol-4-yl-piperazin-1-yl)-ethyl]-cyclohexylamine trihydrochloride), O1CC(C1)CC(=O)OC (methyl 2-(oxetan-3-yl)acetate). Product: O1COC2=C1C=CC=C2N2CCN(CC2)CC[C@@H]2CC[C@H](CC2)NC(CC2COC2)=O (Trans-N-{4-[2-(4-Benzo[1,3]dioxol-4-yl-piperazin-1-yl)-ethyl]-cyclohexyl}-2-oxetan-3-yl-acetamide). As a reaction SMILES: Cl.Cl.Cl.[O:4]1[C:8]2[CH:9]=[CH:10][CH:11]=[C:12]([N:13]3[CH2:18][CH2:17][N:16]([CH2:19][CH2:20][C@H:21]4[CH2:26][CH2:25][C@H:24]([NH2:27])[CH2:23][CH2:22]4)[CH2:15][CH2:14]3)[C:7]=2[O:6][CH2:5]1.[O:28]1[CH2:31][CH:30]([CH2:32][C:33](OC)=[O:34])[CH2:29]1>>[O:4]1[C:8]2[CH:9]=[CH:10][CH:11]=[C:12]([N:13]3[CH2:18][CH2:17][N:16]([CH2:19][CH2:20][C@H:21]4[CH2:26][CH2:25][C@H:24]([NH:27][C:33](=[O:34])[CH2:32][CH:30]5[CH2:31][O:28][CH2:29]5)[CH2:23][CH2:22]4)[CH2:15][CH2:14]3)[C:7]=2[O:6][CH2:5]1 |f:0.1.2.3|. Procedure: The title compound, white solid (15.4 mg, 51.2%), MS (ISP) m/z=430.5 [(M+H)+], mp 190° C., was prepared in accordance with the general method of example 1 from Trans-4-[2-(4-Benzo[1,3]dioxol-4-yl-piperazin-1-yl)-ethyl]-cyclohexylamine hydrochloride (Intermediate A) (25.8 mg, 0.070 mmol) and methyl 2-(oxetan-3-yl)acetate prepared from Oxetan-3-ylidene-acetic acid methyl ester as reported on WO2010031735. (example 47) The reactants are [H][H] (hydrogen), C1(=CC=CC=C1)P(C1=CC=CC=C1)(C1=CC=CC=C1)=O (triphenylphosphine oxide), 715, [Si](Cl)(Cl)(Cl)Cl (silicon tetrachloride). Reagents/catalysts: [S] (sulfur). Conditions: temperature 250 celsius. Yields the product C1(=CC=CC=C1)P(C1=CC=CC=C1)C1=CC=CC=C1 (triphenylphosphine). Isolated yield 86.8%. RXN SMILES: [C:1]1([P:7](=O)([C:14]2[CH:19]=[CH:18][CH:17]=[CH:16][CH:15]=2)[C:8]2[CH:13]=[CH:12][CH:11]=[CH:10][CH:9]=2)[CH:6]=[CH:5][CH:4]=[CH:3][CH:2]=1.[Si](Cl)(Cl)(Cl)Cl.[H][H]>[S]>[C:14]1([P:7]([C:1]2[CH:2]=[CH:3][CH:4]=[CH:5][CH:6]=2)[C:8]2[CH:13]=[CH:12][CH:11]=[CH:10][CH:9]=2)[CH:15]=[CH:16][CH:17]=[CH:18][CH:19]=1 |^3:27|. Procedure details: To an oven-dried 50-ml autoclave liner were added 16.68 g of triphenylphosphine oxide (.06 mole) and 0.057 g of sulfur (.0018 mole). The solids were treated with 11.12 g of silicon tetrachloride (.066 mole) and the mixture was placed in an autoclave which was then charged to a pressure of 715 p.s.i.g. (48 atm.) with hydrogen. The mixture was heated to 250°C for 15 hours at a maximum pressure of 77 atm. After cooling and venting, the reaction mixture was worked up by first partitioning between wa... Starting materials: C(CCCCCCCCCCC)N(C)CCOC1=CC2=C(C=CC(O2)=O)C=C1 (7-[2-(N-Dodecyl-N-methylamino)ethoxy]-2H-1-benzopyran-2-one). The reagents and catalysts are [Pd] (palladium on activated carbon). Solvent: C(C)(=O)OCC (ethyl acetate). Yields the product C(CCCCCCCCCCC)N(C)CCOC1=CC2=C(CCC(O2)=O)C=C1 (7-[2-(N-Dodecyl-N-methylamino)ethoxy]-3,4-dihydro-2H-1-benzopyran-2-one). Isolated yield 83.2%. Reaction SMILES: [CH2:1]([N:13]([CH2:15][CH2:16][O:17][C:18]1[CH:28]=[CH:27][C:21]2[CH:22]=[CH:23][C:24](=[O:26])[O:25][C:20]=2[CH:19]=1)[CH3:14])[CH2:2][CH2:3][CH2:4][CH2:5][CH2:6][CH2:7][CH2:8][CH2:9][CH2:10][CH2:11][CH3:12]>C(OCC)(=O)C.[Pd]>[CH2:1]([N:13]([CH2:15][CH2:16][O:17][C:18]1[CH:28]=[CH:27][C:21]2[CH2:22][CH2:23][C:24](=[O:26])[O:25][C:20]=2[CH:19]=1)[CH3:14])[CH2:2][CH2:3][CH2:4][CH2:5][CH2:6][CH2:7][CH2:8][CH2:9][CH2:10][CH2:11][CH3:12]. Reported procedure: 7-[2-(N-Dodecyl-N-methylamino)ethoxy]-2H-1-benzopyran-2-one (5.62 g, 14.5 mmol) in ethyl acetate was hydrogenated over palladium on activated carbon uder 30 psi and afforded the title compound (4.7 g, 84%) as a white solid. The solvent is ClCCl (dichloromethane). RXN SMILES: C([O:5][C:6]([C:8]1([CH3:34])[CH:12]([C:13]2[CH:18]=[CH:17][CH:16]=[C:15]([Cl:19])[CH:14]=2)[C:11]([C:22]2[CH:27]=[CH:26][C:25]([Cl:28])=[CH:24][CH:23]=2)([C:20]#[N:21])[CH:10]([CH2:29][C:30]([CH3:33])([CH3:32])[CH3:31])[NH:9]1)=[O:7])(C)(C)C.[F:35][C:36]([F:41])([F:40])[C:37]([OH:39])=[O:38]>ClCCl>[F:35][C:36]([F:41])([F:40])[C:37]([OH:39])=[O:38].[Cl:19][C:15]1[CH:14]=[C:13]([CH:12]2[C:11]([C:22]3[CH:27]=[CH:26][C:25]([Cl:28])=[CH:24][CH:23]=3)([C:20]#[N:21])[CH:10]([CH2:29][C:30]([CH3:31])([CH3:32])[CH3:33])[NH:9][C:8]2([CH3:34])[C:6]([OH:7])=[O:5])[CH:18]=[CH:17][CH:16]=1 |f:3.4|. Procedure: In a manner similar to the method described in Example 25a, rac-(2R,3R,4R,5S)-3-(3-chloro-phenyl)-4-(4-chloro-phenyl)-4-cyano-5-(2,2-dimethyl-propyl)-2-methyl-pyrrolidine-2-carboxylic acid tert-butyl ester prepared in Example 33b (1 g, 2 mmol) was reacted with trifluoroacetic acid in dichloromethane at room temperature to give rac-(2R,3R,4R,5S)-3-(3-chloro-phenyl)-4-(4-chloro-phenyl)-4-cyano-5-(2,2-dimethyl-propyl)-2-methyl-pyrrolidine-2-carboxylic acid trifluoroacetic acid as a white solid (1.1... Isolated yield 98.0%. The product is FC(C(=O)O)(F)F.ClC=1C=C(C=CC1)C1C(NC(C1(C#N)C1=CC=C(C=C1)Cl)CC(C)(C)C)(C(=O)O)C (rac-(2R,3R,4R,5S)-3-(3-chloro-phenyl)-4-(4-chloro-phenyl)-4-cyano-5-(2,2-dimethyl-propyl)-2-methyl-pyrrolidine-2-carboxylic acid trifluoroacetic acid). Starting materials: C(C)(C)(C)OC(=O)C1(NC(C(C1C1=CC(=CC=C1)Cl)(C#N)C1=CC=C(C=C1)Cl)CC(C)(C)C)C (rac-(2R,3R,4R,5S)-3-(3-Chloro-phenyl)-4-(4-chloro-phenyl)-4-cyano-5-(2,2-dimethyl-propyl)-2-methyl-pyrrolidine-2-carboxylic acid tert-butyl ester), FC(C(=O)O)(F)F (trifluoroacetic acid).